From a dataset of the Open Reaction Database (ORD), a public repository of structured organic reaction records. describe an organic reaction: reactants, conditions, products, and yield Starting materials: C, CCOC(C)=O, CO, COC(=O)c1ccc(-c2ccccc2)cc1NC(=O)c1cc(OCCN2CCC2)ccc1OCc1ccccc1, C1COCCO1, [Pd]. The product is COC(=O)c1ccc(-c2ccccc2)cc1NC(=O)c1cc(OCCN2CCC2)ccc1O. As a reaction SMILES: [C:55].[CH3:47][CH2:48][O:49][C:50](=[O:51])[CH3:52].[CH3:53][OH:54].[N:1]1([CH2:5][CH2:6][O:7][c:8]2[cH:9][cH:10][c:11]([O:33][CH2:34][c:35]3[cH:36][cH:37][cH:38][cH:39][cH:40]3)[c:12]([C:13](=[O:14])[NH:15][c:16]3[c:17]([C:18](=[O:19])[O:20][CH3:21])[cH:22][cH:23][c:24](-[c:26]4[cH:27][cH:28][cH:29][cH:30][cH:31]4)[cH:25]3)[cH:32]2)[CH2:2][CH2:3][CH2:4]1.[O:41]1[CH2:42][CH2:43][O:44][CH2:45][CH2:46]1.[Pd:56]>>[N:1]1([CH2:5][CH2:6][O:7][c:8]2[cH:9][cH:10][c:11]([OH:33])[c:12]([C:13](=[O:14])[NH:15][c:16]3[c:17]([C:18](=[O:19])[O:20][CH3:21])[cH:22][cH:23][c:24](-[c:26]4[cH:27][cH:28][cH:29][cH:30][cH:31]4)[cH:25]3)[cH:32]2)[CH2:2][CH2:3][CH2:4]1. Starting materials: BrCC(=O)C1=CC2=CC=CC=C2C=C1 (2-bromo-1-(naphthalen-2-yl)ethanone), Cl.Cl.C(C(=O)C1=CC=CC=C1)N1CCNCC1 (N-phenacyl piperazine dihydrochloride), C(=O)([O-])[O-].[K+].[K+] (K2CO3). Run in CN(C)C=O (DMF). Conditions: temperature 50 celsius, time 10 hour. Product: Cl.Cl.C1=C(C=CC2=CC=CC=C12)C(=O)CN1CCN(CC1)CC(=O)C1=CC=CC=C1 (N1-(2-naphthoylmethyl)-N4-phenacyl-piperazine dihydrochloride). As a reaction SMILES: Br[CH2:2][C:3]([C:5]1[CH:14]=[CH:13][C:12]2[C:7](=[CH:8][CH:9]=[CH:10][CH:11]=2)[CH:6]=1)=[O:4].[ClH:15].Cl.[CH2:17]([N:26]1[CH2:31][CH2:30][NH:29][CH2:28][CH2:27]1)[C:18]([C:20]1[CH:25]=[CH:24][CH:23]=[CH:22][CH:21]=1)=[O:19].C([O-])([O-])=O.[K+].[K+]>CN(C=O)C>[ClH:15].[ClH:15].[CH:6]1[C:7]2[C:12](=[CH:11][CH:10]=[CH:9][CH:8]=2)[CH:13]=[CH:14][C:5]=1[C:3]([CH2:2][N:29]1[CH2:30][CH2:31][N:26]([CH2:17][C:18]([C:20]2[CH:25]=[CH:24][CH:23]=[CH:22][CH:21]=2)=[O:19])[CH2:27][CH2:28]1)=[O:4] |f:1.2.3,4.5.6,8.9.10|. Reported procedure: A mixture of 2-bromo-1-(naphthalen-2-yl)ethanone (0.95 g, 3.8 mmol), N-phenacyl piperazine dihydrochloride (0.89 g, 3.2 mmol) and K2CO3 (1.56 g, 11.2 mmol) in 30 ml of DMF was stirred at 50° C. for 10 h, and treated according to the general preparation 2 to give compound (IV-7), 0.88 g (60.69%), mp 236-237° C., M+ 373. The reactants are [OH-].[Na+] (sodium hydroxide), 30g, C(C)(C)C1=NN2C(C=CC=C2)=C1C(C(C)C)=O (2-isopropyl-3-isobutyrylpyrazolo[1,5-a]pyridine), 400g, ice water. The solvent is S(O)(O)(=O)=O (sulfuric acid). Conditions: temperature 140 celsius. Product: C(C)(C)C1=NN2C(C=CC=C2)=C1 (2-isopropylpyrazolo[1,5-a]pyridine). As a reaction SMILES: [CH:1]([C:4]1[C:12](C(=O)C(C)C)=[C:7]2[CH:8]=[CH:9][CH:10]=[CH:11][N:6]2[N:5]=1)([CH3:3])[CH3:2].[OH-].[Na+]>S(=O)(=O)(O)O>[CH:1]([C:4]1[CH:12]=[C:7]2[CH:8]=[CH:9][CH:10]=[CH:11][N:6]2[N:5]=1)([CH3:3])[CH3:2] |f:1.2|. Reported procedure: A mixture of 30g (0.13 mole) of 2-isopropyl-3-isobutyrylpyrazolo[1,5-a]pyridine and 200 ml of 50% sulfuric acid (v/v) solution was heated at 140° C for 10 hours. After cooling, the mixture was added to 400g of ice-water. The solution was neutralized with sodium hydroxide solution and extracted with chloroform. The chloroform solution was dried over anhydrous sodium sulfate and concentrated under reduced pressure. The residue was distilled to give 8.5g (5.3 × 10-2 mole) of colorless oily product,... The reactants are [OH-].[Na+] (NaOH), C1(=CC=CC=C1)S(=O)(=O)N1C=C(C2=CC=CC=C12)C=1N=C(C2=C(N1)SC(=N2)CN2CC(C2)N2CCOCC2)N2CCOCC2 (5-(1-benzenesulfonyl-1H-indol-3-yl)-7-morpholin-4-yl-2-(3-morpholin-4-yl-azetidin-1-ylmethyl)thiazolo[5,4-d]pyrimidine). The solvent is O1CCOCC1 (1,4-dioxane), IMS. Run at time 1 hour. The product is N1C=C(C2=CC=CC=C12)C=1N=C(C2=C(N1)SC(=N2)CN2CC(C2)N2CCOCC2)N2CCOCC2 (4-(5-(1H-indol-3-yl)-2-((3-morpholinoazetidin-1-yl)methyl)thiazolo[5,4-d]pyrimidin-7-yl)morpholine). Isolated yield 47.0%. Reaction SMILES: [OH-].[Na+].C1(S([N:12]2[C:20]3[C:15](=[CH:16][CH:17]=[CH:18][CH:19]=3)[C:14]([C:21]3[N:22]=[C:23]([N:41]4[CH2:46][CH2:45][O:44][CH2:43][CH2:42]4)[C:24]4[N:29]=[C:28]([CH2:30][N:31]5[CH2:34][CH:33]([N:35]6[CH2:40][CH2:39][O:38][CH2:37][CH2:36]6)[CH2:32]5)[S:27][C:25]=4[N:26]=3)=[CH:13]2)(=O)=O)C=CC=CC=1>O1CCOCC1>[NH:12]1[C:20]2[C:15](=[CH:16][CH:17]=[CH:18][CH:19]=2)[C:14]([C:21]2[N:22]=[C:23]([N:41]3[CH2:42][CH2:43][O:44][CH2:45][CH2:46]3)[C:24]3[N:29]=[C:28]([CH2:30][N:31]4[CH2:32][CH:33]([N:35]5[CH2:36][CH2:37][O:38][CH2:39][CH2:40]5)[CH2:34]4)[S:27][C:25]=3[N:26]=2)=[CH:13]1 |f:0.1|. Procedure: A degassed solution of 5-chloro-7-morpholin-4-yl-2-(3-morpholin-4-yl-azetidin-1-ylmethyl)thiazolo[5,4-c]pyrimidine (210 mg, 0.51 mmol), 1-(phenylsulfonyl)-3-indoleboronic acid (231 mg, 0.77 mmol), Pd(PPh3)4 (60 mg, 0.052 mmol) and Cs2CO3 (332 mg, 1.03 mmol) in a mixture of 1,4-dioxane (8 mL) and water (4 mL) was subjected to microwave irradiation at 150° C. for 30 min. The reaction mixture was cooled to ambient temperature and loaded onto an Isolute® SCX-2 cartridge (10 g). The cartridge was the...